From a dataset of the Open Reaction Database (ORD), a public repository of structured organic reaction records. describe an organic reaction: reactants, conditions, products, and yield Starting materials: ClC1=NC=CC(=N1)CC (2-chloro-4-ethyl pyrimidine), ClC1=NC=CC(=N1)CC (2-chloro-4-ethyl pyrimidine), CC=1C=C(N)C=C(C1)B1OC(C(O1)(C)C)(C)C (3-methyl-5-(4,4,5,5-tetramethyl-1,3,2-dioxaborolan-2-yl)aniline), CS(=O)(=O)O (methanesulfonic acid). Solvent: O1CCOCC1 (1,4-dioxane), C(C)(=O)OCC (ethyl acetate). Conditions: temperature 110 celsius. Product: C(C)C1=NC(=NC=C1)NC1=CC(=CC(=C1)B1OC(C(O1)(C)C)(C)C)C (4-Ethyl-N-[3-methyl-5-(4,4,5,5-tetramethyl-1,3,2-dioxaborolan-2-yl)phenyl]pyrimidin-2-amine). RXN SMILES: Cl[C:2]1[N:7]=[C:6]([CH2:8][CH3:9])[CH:5]=[CH:4][N:3]=1.[CH3:10][C:11]1[CH:12]=[C:13]([CH:15]=[C:16]([B:18]2[O:22][C:21]([CH3:24])([CH3:23])[C:20]([CH3:26])([CH3:25])[O:19]2)[CH:17]=1)[NH2:14].CS(O)(=O)=O>O1CCOCC1.C(OCC)(=O)C>[CH2:8]([C:6]1[CH:5]=[CH:4][N:3]=[C:2]([NH:14][C:13]2[CH:15]=[C:16]([B:18]3[O:22][C:21]([CH3:23])([CH3:24])[C:20]([CH3:26])([CH3:25])[O:19]3)[CH:17]=[C:11]([CH3:10])[CH:12]=2)[N:7]=1)[CH3:9]. Procedure: A solution of 2-chloro-4-ethyl pyrimidine (0.98 g, 7.00 mmol), the product of Step 1 (1.794 g, 7.70 mmol), and methanesulfonic acid (0.50 mL, 7.70 mmol) in 1,4-dioxane (30 mL) was sealed in a 100 mL screw-top pressure flask and heated at 110° C. for 15 hours. The flask was cooled, an additional portion of 2-chloro-4-ethyl pyrimidine (0.145 g, 1.05 mmol) was added, and the flask was resealed and heated for another 6.5 hours. The reaction mixture was cooled, diluted with ethyl acetate (70 mL), was... Starting materials: CCOC(=O)C1(NS(=O)(=O)c2ccc(Oc3ccc(F)cc3)cc2)CCOCC1, [Na+], C1CCOC1, [OH-]. Product: O=C(O)C1(NS(=O)(=O)c2ccc(Oc3ccc(F)cc3)cc2)CCOCC1. RXN SMILES: [CH2:1]([CH3:2])[O:3][C:4](=[O:5])[C:6]1([NH:12][S:13](=[O:14])(=[O:15])[c:16]2[cH:17][cH:18][c:19]([O:22][c:23]3[cH:24][cH:25][c:26]([F:29])[cH:27][cH:28]3)[cH:20][cH:21]2)[CH2:7][CH2:8][O:9][CH2:10][CH2:11]1.[Na+:31].[O:32]1[CH2:33][CH2:34][CH2:35][CH2:36]1.[OH-:30]>>[O:3]=[C:4]([OH:5])[C:6]1([NH:12][S:13](=[O:14])(=[O:15])[c:16]2[cH:17][cH:18][c:19]([O:22][c:23]3[cH:24][cH:25][c:26]([F:29])[cH:27][cH:28]3)[cH:20][cH:21]2)[CH2:7][CH2:8][O:9][CH2:10][CH2:11]1.